This data is from the Open Reaction Database (ORD), a public repository of structured organic reaction records. The task is: describe an organic reaction: reactants, conditions, products, and yield The reactants are C(C)(C)(C)OC(=O)N1CCN(CC1)C=1C=C2N=CC(=NC2=CC1)C(=O)OCC (ethyl 6-(4-(tert-butoxycarbonyl)piperazin-1-yl)quinoxaline-2-carboxylate), [OH-].[Na+] (NaOH). Run in CCO.C1CCOC1 (EtOH THF). Run at time 2 hour. The product is C(C)(C)(C)OC(=O)N1CCN(CC1)C=1C=C2N=CC(=NC2=CC1)C(=O)O (6-(4-(tert-butoxycarbonyl)piperazin-1-yl)quinoxaline-2-carboxylic acid). Isolated yield 55.8%. RXN SMILES: [C:1]([O:5][C:6]([N:8]1[CH2:13][CH2:12][N:11]([C:14]2[CH:15]=[C:16]3[C:21](=[CH:22][CH:23]=2)[N:20]=[C:19]([C:24]([O:26]CC)=[O:25])[CH:18]=[N:17]3)[CH2:10][CH2:9]1)=[O:7])([CH3:4])([CH3:3])[CH3:2].[OH-].[Na+]>CCO.C1COCC1>[C:1]([O:5][C:6]([N:8]1[CH2:9][CH2:10][N:11]([C:14]2[CH:15]=[C:16]3[C:21](=[CH:22][CH:23]=2)[N:20]=[C:19]([C:24]([OH:26])=[O:25])[CH:18]=[N:17]3)[CH2:12][CH2:13]1)=[O:7])([CH3:4])([CH3:2])[CH3:3] |f:1.2,3.4|. Procedure: To a solution of ethyl 6-(4-(tert-butoxycarbonyl)piperazin-1-yl)quinoxaline-2-carboxylate (500 mg, 1.3 mmol) in EtOH/THF (5 mL) was added NaOH (5 ml, 2 mmol) followed by stirring for 2 hrs at r.t. After extraction by EA, the combined organic layers were concentrated in vacuo to yield 6-(4-(tert-butoxycarbonyl)piperazin-1-yl)quinoxaline-2-carboxylic acid as a red solid (260 mg, yield: 56%). Starting materials: Oc1cnc(Br)cn1, CC(C)OC(=O)N1CCC(COS(C)(=O)=O)CC1, [K+], [K+], O=C([O-])[O-], CN(C)C=O, O. The product is CC(C)OC(=O)N1CCC(COc2cnc(Br)cn2)CC1. Reaction SMILES: [Br:1][c:2]1[n:3][cH:4][c:5]([OH:8])[n:6][cH:7]1.[CH3:9][S:10]([O:11][CH2:14][CH:15]1[CH2:16][CH2:17][N:18]([C:21](=[O:22])[O:23][CH:24]([CH3:25])[CH3:26])[CH2:19][CH2:20]1)(=[O:12])=[O:13].[K+:27].[K+:28].[O-:29][C:30]([O-:31])=[O:32].[O:34]=[CH:35][N:36]([CH3:37])[CH3:38].[OH2:33]>>[Br:1][c:2]1[n:3][cH:4][c:5]([O:8][CH2:14][CH:15]2[CH2:16][CH2:17][N:18]([C:21](=[O:22])[O:23][CH:24]([CH3:25])[CH3:26])[CH2:19][CH2:20]2)[n:6][cH:7]1.